Dataset: the Open Reaction Database (ORD), a public repository of structured organic reaction records. Task: describe an organic reaction: reactants, conditions, products, and yield The reactants are C1CCOC1, CCOC(=O)CNC(=O)CC(C)(C)Nc1ccc(Cl)cc1, [Na+], [OH-]. Product: CC(C)(CC(=O)NCC(=O)O)Nc1ccc(Cl)cc1. RXN SMILES: [CH2:24]1[O:25][CH2:26][CH2:27][CH2:28]1.[Cl:1][c:2]1[cH:3][cH:4][c:5]([NH:8][C:9]([CH2:10][C:11](=[O:12])[NH:13][CH2:14][C:15](=[O:16])[O:17][CH2:18][CH3:19])([CH3:20])[CH3:21])[cH:6][cH:7]1.[Na+:23].[OH-:22]>>[Cl:1][c:2]1[cH:3][cH:4][c:5]([NH:8][C:9]([CH2:10][C:11](=[O:12])[NH:13][CH2:14][C:15](=[O:16])[OH:17])([CH3:20])[CH3:21])[cH:6][cH:7]1. The reactants are C(#N)C(C(=O)O)=CC1=CC=CC=C1 (α-cyano-β-phenyl-acrylic acid), FC1=C(C(=C(C(=C1O)F)F)F)F (pentafluorophenol), C1(CCCCC1)N=C=NC1CCCCC1 (dicyclohexylcarbodiimide). Run in ClCCl (dichloromethane), ClCCl (dichloromethane). Product: FC1=C(C(=C(C(=C1OC(C(=CC1=CC=CC=C1)C#N)=O)F)F)F)F (α-Cyano-β-phenyl-acrylic acid pentafluorophenyl ester). As a reaction SMILES: [C:1]([C:3](=[CH:7][C:8]1[CH:13]=[CH:12][CH:11]=[CH:10][CH:9]=1)[C:4]([OH:6])=[O:5])#[N:2].[F:14][C:15]1[C:20](O)=[C:19]([F:22])[C:18]([F:23])=[C:17]([F:24])[C:16]=1[F:25].C1(N=C=NC2CCCCC2)CCCCC1>ClCCl>[F:14][C:15]1[C:20]([O:5][C:4](=[O:6])[C:3]([C:1]#[N:2])=[CH:7][C:8]2[CH:13]=[CH:12][CH:11]=[CH:10][CH:9]=2)=[C:19]([F:22])[C:18]([F:23])=[C:17]([F:24])[C:16]=1[F:25]. Reported procedure: 9.0 g. (0.05 moles) of α-cyano-β-phenyl-acrylic acid are suspended in 200 ml. of dichloromethane and 9.2 g. (0.05 moles) of pentafluorophenol and 10.02 g. (0.05 moles) of dicyclohexylcarbodiimide in 100 ml. dichloromethane are added. The mixture is heated for 5 hours under reflux, cooled, the precipitated dicyclohexyl urea is filtered off. The solution is washed with 20 ml. of 2n hydrochloric acid and three times with water, dried over magnesium sulfate, evaporated and the residual oily substanc... Reactants: CCOc1ccc(Br)c(F)c1F, C1CCOC1, Cc1ccccc1, C=CC1CCC(=O)CC1, Cl, [Mg]. Product: C=CC1CCC(O)(c2ccc(OCC)c(F)c2F)CC1. RXN SMILES: [Br:2][c:3]1[c:4]([F:13])[c:5]([F:12])[c:6]([O:9][CH2:10][CH3:11])[cH:7][cH:8]1.[CH2:24]1[O:25][CH2:26][CH2:27][CH2:28]1.[CH3:29][c:30]1[cH:31][cH:32][cH:33][cH:34][cH:35]1.[CH:14](=[CH2:15])[CH:16]1[CH2:17][CH2:18][C:19](=[O:22])[CH2:20][CH2:21]1.[ClH:23].[Mg:1]>>[c:3]1([C:19]2([OH:22])[CH2:18][CH2:17][CH:16]([CH:14]=[CH2:15])[CH2:21][CH2:20]2)[c:4]([F:13])[c:5]([F:12])[c:6]([O:9][CH2:10][CH3:11])[cH:7][cH:8]1. Reactants: Cl (HCl), O1CCOCC1 (dioxane), ClC1=C(C(=CC=C1)Cl)O (2,6-dichlorophenol), CC(C)OC(=O)/N=N/C(=O)OC(C)C (DIAD), C(C)(C)(C)OC(=O)N1C[C@H](CC1)[C@H](O)C1CCCCC1 ((S)-3-((R)-Cyclohexylhydroxymethyl)pyrrolidine-1-carboxylic acid t-butyl ester), C1=CC=C(C=C1)P(C2=CC=CC=C2)C3=CC=CC=C3 (PPh3). Run in CCO (EtOH), C1CCOC1 (THF). Reaction conditions: time 2 hour. Product: C1(CCCCC1)[C@@H]([C@@H]1CNCC1)OC1=C(C=CC=C1Cl)Cl ((S)-3-[(S)-Cyclohexyl-(2,6-dichlorophenoxyl)methyl]pyrrolidine), mono-TFA. Isolated yield 95.0%. As a reaction SMILES: C(OC([N:8]1[CH2:12][CH2:11][C@H:10]([C@@H:13]([CH:15]2[CH2:20][CH2:19][CH2:18][CH2:17][CH2:16]2)[OH:14])[CH2:9]1)=O)(C)(C)C.C1C=CC(P(C2C=CC=CC=2)C2C=CC=CC=2)=CC=1.[Cl:40][C:41]1[CH:46]=[CH:45][CH:44]=[C:43]([Cl:47])[C:42]=1O.CC(OC(/N=N/C(OC(C)C)=O)=O)C.Cl.O1CCOCC1>CCO.C1COCC1>[CH:15]1([C@H:13]([O:14][C:42]2[C:41]([Cl:40])=[CH:46][CH:45]=[CH:44][C:43]=2[Cl:47])[C@H:10]2[CH2:11][CH2:12][NH:8][CH2:9]2)[CH2:16][CH2:17][CH2:18][CH2:19][CH2:20]1. Procedure: (S)-3-((R)-Cyclohexylhydroxymethyl)pyrrolidine-1-carboxylic acid t-butyl ester (190 mg, 670 μmol), was combined with PPh3 (79 mg, 0.3 mmol), THF (0.2 mL), and 2,6-dichlorophenol (73 mg, 0.5 mmol). DIAD (59 nL, 0.3 mmol) was added and the mixture was allowed to stand at room temperature for 2 hours. EtOH (1.0 mL) and 4.0 N HCl in dioxane (0.5 mL, 2.0 mmol) were added, and the mixture was allowed to stand at room temperature overnight. The solvent was removed under reduced pressure, and the remain... The reactants are COC1=C(C(=O)N)C=CC=C1 (o-methoxybenzamide), ClC(C(=O)OCC)C(=O)C (ethyl α-chloroacetoacetate), P12(=S)SP3(=S)SP(=S)(S1)SP(=S)(S2)S3 (phosphorus pentasulfide), N (ammonia), COC1=C(C=CC=C1)C=1SC(=C(N1)C)C(=O)OCC (ethyl 2-(2-methoxyphenyl)-4-methylthiazole-5-carboxylate). The solvent is C(C)O (ethanol). Yields the product COC1=C(C=CC=C1)C=1SC(=C(N1)C)C(=O)N (2-(2-methoxyphenyl)-4-methylthiazole-5-carboxamide). Isolated yield 70.0%. As a reaction SMILES: N.[CH3:2][O:3][C:4]1[CH:9]=[CH:8][CH:7]=[CH:6][C:5]=1[C:10]1[S:11][C:12]([C:16]([O:18]CC)=O)=[C:13]([CH3:15])[N:14]=1.COC1C=CC=CC=1C([NH2:27])=O.ClC(C(C)=O)C(OCC)=O.P12(SP3(SP(SP(S3)(S1)=S)(=S)S2)=S)=S>C(O)C>[CH3:2][O:3][C:4]1[CH:9]=[CH:8][CH:7]=[CH:6][C:5]=1[C:10]1[S:11][C:12]([C:16]([NH2:27])=[O:18])=[C:13]([CH3:15])[N:14]=1. Reported procedure: Into a solvent mixture of 50 ml of aqueous 28% ammonia and 450 ml of ethanol, 13.9 g of ethyl 2-(2-methoxyphenyl)-4-methylthiazole-5-carboxylate which had been prepared by heating a mixture of o-methoxybenzamide, ethyl α-chloroacetoacetate and phosphorus pentasulfide under a reflux condenser for 5 hours was dissolved. Then in a similar manner as in Example 3 the object was obtained as colourless minute aciculate melting at 191° to 192.5° C. in an amount of 8.7 g corresponding to the yield of 70%... Starting materials: Intermediate I, ClC1=C(C(=CC=C1)C(F)(F)F)CN ((2-chloro-6-(trifluoromethyl)phenyl)methanamine), BrC=1C=CC=2N(C1)C=C(N2)C(=O)OCC (ethyl 6-bromoimidazo[1,2-a]pyridine-2-carboxylate). Yields the product BrC=1C=CC=2N(C1)C=C(N2)C(=O)NCC2=C(C=CC=C2C(F)(F)F)Cl (6-Bromo-N-(2-chloro-6-(trifluoromethyl)benzyl)imidazo[1,2-a]pyridine-2-carboxamide). As a reaction SMILES: [Cl:1][C:2]1[CH:7]=[CH:6][CH:5]=[C:4]([C:8]([F:11])([F:10])[F:9])[C:3]=1[CH2:12][NH2:13].[Br:14][C:15]1[CH:16]=[CH:17][C:18]2[N:19]([CH:21]=[C:22]([C:24](OCC)=[O:25])[N:23]=2)[CH:20]=1>>[Br:14][C:15]1[CH:16]=[CH:17][C:18]2[N:19]([CH:21]=[C:22]([C:24]([NH:13][CH2:12][C:3]3[C:4]([C:8]([F:10])([F:11])[F:9])=[CH:5][CH:6]=[CH:7][C:2]=3[Cl:1])=[O:25])[N:23]=2)[CH:20]=1. Procedure details: The title compound was prepared by essentially following the same procedures described for Intermediate I, using (2-chloro-6-(trifluoromethyl)phenyl)methanamine and ethyl 6-bromoimidazo[1,2-a]pyridine-2-carboxylate as starting materials. Reactants: OC=1C=CC(=NC1)C(=O)O (5-hydroxy-2-pyridine carboxylic acid), N1CCCCC1 (piperidine), C=1C=CC2=C(C1)N=NN2O (HOBt), C(CCl)Cl (EDC), CN1CCOCC1 (N-methyl morpholine), OC=1C=CC(=NC1)C(=O)N1CCCCC1 ((5-Hydroxy-pyridin-2-yl)-piperidin-1-yl-methanone). Run in C(Cl)Cl (DCM). The product is N (NH3), N1(CCCCC1)CC1=NC=C(C=C1)OCCCN1CCCCC1 (2-Piperidin-1-ylmethyl-5-(3-piperidin-1-yl-propoxy)-pyridine). Isolated yield 43.0%. As a reaction SMILES: OC1C=[CH:4][C:5]([C:8]([N:10]2[CH2:15][CH2:14][CH2:13][CH2:12][CH2:11]2)=O)=[N:6]C=1.[OH:16][C:17]1[CH:18]=[CH:19][C:20]([C:23](O)=O)=[N:21][CH:22]=1.[NH:26]1[CH2:31][CH2:30][CH2:29][CH2:28][CH2:27]1.C1C=CC2N(O)N=NC=2C=1.C(Cl)CCl.CN1CCOCC1>C(Cl)Cl>[NH3:6].[N:26]1([CH2:23][C:20]2[CH:19]=[CH:18][C:17]([O:16][CH2:4][CH2:5][CH2:8][N:10]3[CH2:11][CH2:12][CH2:13][CH2:14][CH2:15]3)=[CH:22][N:21]=2)[CH2:31][CH2:30][CH2:29][CH2:28][CH2:27]1. Procedure details: (5-Hydroxy-pyridin-2-yl)-piperidin-1-yl-methanone. To a solution of 5-hydroxy-2-pyridine carboxylic acid (2.00 g, 14.0 mmol) and piperidine (1.5 mL, 15 mmol) in DCM (150 mL) was added HOBt (2.80 g, 21.0 mmol), EDC (4.00 g, 21.0 mmol), and N-methyl morpholine (8.5 mL, 84 mmol). After 18 h the reaction mixture was concentrated. Chromatography of the residue (SiO2; 5-10% 2 M NH3 in MeOH/DCM) gave the title compound as a solid (1.30 g, 43%). Reactants: C(C)(=O)SC1/C(/CN(CC1)C(C1=CC=CC=C1)(C1=CC=CC=C1)C1=CC=CC=C1)=C/C=1C=NN(C1)CC(=O)OCC ((E)-4-(acetylsulfanyl)-3-{[1-(ethoxycarbonylmethyl)-1H-pyrazol-4-yl]methylidene}-1-(triphenylmethyl)piperidine), ( Z )-isomer, C(C)(=O)SC(C1=CCCN(C1)C(C1=CC=CC=C1)(C1=CC=CC=C1)C1=CC=CC=C1)C=1C=NN(C1)CC(=O)OCC (5-{(acetylsulfanyl)[1-(ethoxycarbonylmethyl)-1H-pyrazol-4-yl]methyl}-1-(triphenylmethyl)-1,2,3,6-tetrahydropyridine), C(C)(=S)[O-].[K+] (potassium thioacetate), FC(C(=O)O)(F)F (trifluoroacetic acid). Run in CS(=O)C (dimethyl sulfoxide), O (water), ClCCl (dichloromethane). Run at temperature 80 celsius, time 15 hour. The product is FC(C(=O)O)(F)F.C(C)(=O)SC1/C(/CNCC1)=C/C=1C=NN(C1)CC(=O)OCC ((E)-4-(Acetylsulfanyl)-3-{[1-(ethoxycarbonylmethyl)-1H-pyrazol-4-yl]methylidene}piperidine hydrogen trifluoroacetate). Yield: 33.0%. As a reaction SMILES: C([O-])(=S)C.[K+].[C:6]([S:9][CH:10]1[CH2:15][CH2:14][N:13](C(C2C=CC=CC=2)(C2C=CC=CC=2)C2C=CC=CC=2)[CH2:12]/[C:11]/1=[CH:35]\[C:36]1[CH:37]=[N:38][N:39]([CH2:41][C:42]([O:44][CH2:45][CH3:46])=[O:43])[CH:40]=1)(=[O:8])[CH3:7].C(SC(C1C=NN(CC(OCC)=O)C=1)C1CN(C(C2C=CC=CC=2)(C2C=CC=CC=2)C2C=CC=CC=2)CCC=1)(=O)C.[F:88][C:89]([F:94])([F:93])[C:90]([OH:92])=[O:91]>CS(C)=O.O.ClCCl>[F:88][C:89]([F:94])([F:93])[C:90]([OH:92])=[O:91].[C:6]([S:9][CH:10]1[CH2:15][CH2:14][NH:13][CH2:12]/[C:11]/1=[CH:35]\[C:36]1[CH:37]=[N:38][N:39]([CH2:41][C:42]([O:44][CH2:45][CH3:46])=[O:43])[CH:40]=1)(=[O:8])[CH3:7] |f:0.1,8.9|. Procedure: To a solution of the mixture as above in dimethyl sulfoxide (100 ml), was added potassium thioacetate (12.3 g). The resulting mixture was stirred at 80° C. for 15 hours, cooled to room temperature, and diluted with water to stop the reaction. The products were extracted with ethyl acetate. The organic layer was washed with a saturated aqueous sodium chloride solution. The organic layer was dried over anhydrous aqueous sodium chloride, and solvents were evaporated in vacuo. The residue was purifi... Reactants: CC(=O)CC(=O)O (diacetate), [F-].C(CCC)[N+](CCCC)(CCCC)CCCC (tetra-n-butylammonium fluoride), O1CCCC1 (tetrahydrofuran), ether light petroleum. The product is CC(=O)CC(=O)CC(=O)O (triacetate). Isolated yield 85.2%. As a reaction SMILES: [CH3:1][C:2]([CH2:4][C:5]([OH:7])=[O:6])=[O:3].[F-].C([N+](CCCC)(CCCC)CCCC)CCC.[O:26]1CC[CH2:28][CH2:27]1>>[CH3:28][C:27]([CH2:1][C:2]([CH2:4][C:5]([OH:7])=[O:6])=[O:3])=[O:26] |f:1.2|. Procedure details: A solution of the diacetate from stage (c) (7 g) in tetrahydrofuran (150 ml) was treated with tetra-n-butylammonium fluoride (1.4 g) at room temperature for 18 h. Tlc (ether/light petroleum, 6:1) showed one major product with traces of slow moving products due to partial deacetylation. The mixture was concentrated, taken up in dry pyridine (50 ml) and treated acetic anhydride (7 ml) at room temperature for 3 h. Tlc ether/light petroleum (7:1) showed only one product. The reaction mixture was con... The reactants are C(C)(C)(C)OC(N(C1=CC=NC=C1)CCOC1=CC(=CC(=C1)C(N(CCC1=NN=NN1C)C(C)C)=O)Cl)=O ([2-(3-chloro-5-{isopropyl-[2-(1-methyl-1H-tetrazol-5-yl)-ethyl]-carbamoyl}phenoxy)-ethyl]-pyridin-4-yl-carbamic acid tert-butyl ester), FC(C(=O)O)(F)F (trifluoroacetic acid). Run at time 2 hour. Yields the product FC(C(=O)O)(F)F.ClC=1C=C(C(=O)N(CCC2=NN=NN2C)C(C)C)C=C(C1)OCCNC1=CC=NC=C1 (3-Chloro-N-isopropyl-N-[2-(1-methyl-1H-tetrazol-5-yl)-ethyl]-5-[2-(pyridin-4-ylamino)-ethoxy]-benzamide trifluoroacetate). RXN SMILES: C(OC(=O)[N:7]([CH2:14][CH2:15][O:16][C:17]1[CH:22]=[C:21]([C:23](=[O:36])[N:24]([CH:33]([CH3:35])[CH3:34])[CH2:25][CH2:26][C:27]2[N:31]([CH3:32])[N:30]=[N:29][N:28]=2)[CH:20]=[C:19]([Cl:37])[CH:18]=1)[C:8]1[CH:13]=[CH:12][N:11]=[CH:10][CH:9]=1)(C)(C)C.[F:39][C:40]([F:45])([F:44])[C:41]([OH:43])=[O:42]>>[F:39][C:40]([F:45])([F:44])[C:41]([OH:43])=[O:42].[Cl:37][C:19]1[CH:20]=[C:21]([CH:22]=[C:17]([O:16][CH2:15][CH2:14][NH:7][C:8]2[CH:13]=[CH:12][N:11]=[CH:10][CH:9]=2)[CH:18]=1)[C:23]([N:24]([CH:33]([CH3:35])[CH3:34])[CH2:25][CH2:26][C:27]1[N:31]([CH3:32])[N:30]=[N:29][N:28]=1)=[O:36] |f:2.3|. Reported procedure: A solution of [2-(3-chloro-5-{isopropyl-[2-(1-methyl-1H-tetrazol-5-yl)-ethyl]-carbamoyl}phenoxy)-ethyl]-pyridin-4-yl-carbamic acid tert-butyl ester (0.028 g) in a mixture of dichtoromethane (0.5 ml) and trifluoroacetic acid (1 ml) was stored at room temperature for 2 h and then concentrated under reduced pressure. The residue was subjected to preparative hplc and the title compound (0.023 g) was obtained as a colourless gum by concentration of the required fraction under reduced pressure and dry...